Dataset: the Open Reaction Database (ORD), a public repository of structured organic reaction records. Task: describe an organic reaction: reactants, conditions, products, and yield Reactants: [BH4-], COC(=O)Cc1ccc2oc(C(=O)Nc3ccc(Cl)cn3)c(NC(=O)C3CCC(N(C)C(C)=O)CC3)c2c1, O=C([O-])O, Cl, [Li+], [Na+], C1CCOC1. Product: CC(=O)N(C)C1CCC(C(=O)Nc2c(C(=O)Nc3ccc(Cl)cn3)oc3ccc(CCO)cc23)CC1. As a reaction SMILES: [BH4-:39].[C:1]([CH3:2])(=[O:3])[N:4]([CH3:5])[CH:6]1[CH2:7][CH2:8][CH:9]([C:12](=[O:13])[NH:14][c:15]2[c:16]([C:29](=[O:30])[NH:31][c:32]3[n:33][cH:34][c:35]([Cl:38])[cH:36][cH:37]3)[o:17][c:18]3[c:19]2[cH:20][c:21]([CH2:24][C:25](=[O:26])[O:27][CH3:28])[cH:22][cH:23]3)[CH2:10][CH2:11]1.[C:42](=[O:43])([O-:44])[OH:45].[ClH:41].[Li+:40].[Na+:46].[O:47]1[CH2:48][CH2:49][CH2:50][CH2:51]1>>[C:1]([CH3:2])(=[O:3])[N:4]([CH3:5])[CH:6]1[CH2:7][CH2:8][CH:9]([C:12](=[O:13])[NH:14][c:15]2[c:16]([C:29](=[O:30])[NH:31][c:32]3[n:33][cH:34][c:35]([Cl:38])[cH:36][cH:37]3)[o:17][c:18]3[c:19]2[cH:20][c:21]([CH2:24][CH2:25][OH:26])[cH:22][cH:23]3)[CH2:10][CH2:11]1.